From a dataset of the Open Reaction Database (ORD), a public repository of structured organic reaction records. describe an organic reaction: reactants, conditions, products, and yield The reactants are OC(C=C)CCC(C(C=C)N1C(C=2C(C1=O)=CC=CC2)=O)(F)F (3-hydroxy-6,6-difluoro-7-phthalimido-1,8-nonadiene), C1(C=2C(C(N1)=O)=CC=CC2)=O (phthalimide), C1(=CC=CC=C1)P(C1=CC=CC=C1)C1=CC=CC=C1 (triphenylphosphine), N(=NC(=O)OCC)C(=O)OCC (diethyl azodicarboxylate). Solvent: O1CCCC1 (tetrahydrofuran). Reaction conditions: time 20 hour. The product is C1(C=2C(C(N1C(C=C)CCC(C(C=C)N1C(C=3C(C1=O)=CC=CC3)=O)(F)F)=O)=CC=CC2)=O (3,7-diphthalimido-6,6-difluoro-1,8-nonadiene). Reaction SMILES: O[CH:2]([CH2:5][CH2:6][C:7]([F:23])([F:22])[CH:8]([N:11]1[C:15](=[O:16])[C:14]2=[CH:17][CH:18]=[CH:19][CH:20]=[C:13]2[C:12]1=[O:21])[CH:9]=[CH2:10])[CH:3]=[CH2:4].[C:24]1(=[O:34])[NH:28][C:27](=[O:29])[C:26]2=[CH:30][CH:31]=[CH:32][CH:33]=[C:25]12.C1(P(C2C=CC=CC=2)C2C=CC=CC=2)C=CC=CC=1.N(C(OCC)=O)=NC(OCC)=O>O1CCCC1>[C:24]1(=[O:34])[N:28]([CH:2]([CH2:5][CH2:6][C:7]([F:23])([F:22])[CH:8]([N:11]2[C:15](=[O:16])[C:14]3=[CH:17][CH:18]=[CH:19][CH:20]=[C:13]3[C:12]2=[O:21])[CH:9]=[CH2:10])[CH:3]=[CH2:4])[C:27](=[O:29])[C:26]2=[CH:30][CH:31]=[CH:32][CH:33]=[C:25]12. Reported procedure: A mixture of 3-hydroxy-6,6-difluoro-7-phthalimido-1,8-nonadiene (148 mg, 0.46 mmoles), phthalimide (73.5 mg, 0.5 mmoles), triphenylphosphine (131.5 mg, 0.5 mmoles) and diethyl azodicarboxylate (73 l, 0.6 mmoles) in tetrahydrofuran (5 ml) is kept under nitrogen at 25° C. for 20 hours. After concentration under reduced pressure, the title compound is obtained after purification by chromatography on silica (dichloromethane, RF: 0.43): 95 mg (46%). Starting materials: CCO, NO, [Na+], [OH-], O, O=Cc1cccc2cc[nH]c12. Product: ON=Cc1cccc2cc[nH]c12. RXN SMILES: [CH3:16][CH2:17][OH:18].[NH2:12][OH:13].[Na+:15].[OH-:14].[OH2:19].[nH:1]1[cH:2][cH:3][c:4]2[cH:5][cH:6][cH:7][c:8]([CH:10]=[O:11])[c:9]12>>[nH:1]1[cH:2][cH:3][c:4]2[cH:5][cH:6][cH:7][c:8]([CH:10]=[N:12][OH:13])[c:9]12. Reactants: CN (N-Methylamine), CO (MeOH), ClC1=C(C(=O)NC2CCCC2)C=C(C(=C1)F)[N+](=O)[O-] (2-chloro-N-cyclopentyl-4-fluoro-5-nitrobenzamide). The solvent is CCO (EtOH). Run at temperature 50 celsius. The product is ClC1=C(C(=O)NC2CCCC2)C=C(C(=C1)NC)[N+](=O)[O-] (2-Chloro-N-cyclopentyl-4-methylamino-5-nitrobenzamide). As a reaction SMILES: [CH3:1][NH2:2].CO.[Cl:5][C:6]1[CH:19]=[C:18](F)[C:17]([N+:21]([O-:23])=[O:22])=[CH:16][C:7]=1[C:8]([NH:10][CH:11]1[CH2:15][CH2:14][CH2:13][CH2:12]1)=[O:9]>CCO>[Cl:5][C:6]1[CH:19]=[C:18]([NH:2][CH3:1])[C:17]([N+:21]([O-:23])=[O:22])=[CH:16][C:7]=1[C:8]([NH:10][CH:11]1[CH2:15][CH2:14][CH2:13][CH2:12]1)=[O:9]. Procedure details: N-Methylamine in MeOH (2 M, 2.0 mL, 4.0 mmol) was added to 2-chloro-N-cyclopentyl-4-fluoro-5-nitrobenzamide (230 mg, 0.79 mmol) in EtOH. The mixture was heated at 50° C. for 12 h in a sealed vessel, cooled and concentrated. The residue was purified by chromatography to give the sub-title compound. Yield: 150 mg (64%). The product is c1ccc(CN(c2ccccc2)c2cccc3ccccc23)cc1. Starting materials: BrCc1ccccc1, CN1CCCC1=O, CO, [K+], [OH-], O, c1ccc(Nc2cccc3ccccc23)cc1. Reaction SMILES: [Br:1][CH2:2][c:3]1[cH:4][cH:5][cH:6][cH:7][cH:8]1.[CH3:29][N:30]1[CH2:31][CH2:32][CH2:33][C:34]1=[O:35].[CH3:36][OH:37].[K+:27].[OH-:26].[OH2:28].[c:9]1([NH:15][c:16]2[cH:17][cH:18][cH:19][c:20]3[cH:21][cH:22][cH:23][cH:24][c:25]23)[cH:10][cH:11][cH:12][cH:13][cH:14]1>>[CH2:2]([c:3]1[cH:4][cH:5][cH:6][cH:7][cH:8]1)[N:15]([c:9]1[cH:10][cH:11][cH:12][cH:13][cH:14]1)[c:16]1[cH:17][cH:18][cH:19][c:20]2[cH:21][cH:22][cH:23][cH:24][c:25]12. Run in CN(C)C=O (DMF), C(C)(=O)OCC (ethyl acetate). The reactants are C(C)(C)N(CC)C(C)C (diisopropylethylamine), BrC=1C=C(SC1)C(CC1=CC=CC=C1)N (1-(4-Bromothiophen-2-yl)-2-phenylethanamine), CC(C)(C)OC(=O)NCC1CCC(CC1)C(=O)O (Boc-tranexamic acid), C=1C=CC2=C(C1)N=NN2O (HOBt), CCN=C=NCCCN(C)C (EDCI). Product: C(C)(C)(C)OC(NC[C@@H]1CC[C@H](CC1)C(NC(CC1=CC=CC=C1)C=1SC=C(C1)Br)=O)=O (Trans-{4-[1-(4-bromo-thiophen-2-yl)-2-phenylethylcarbamoyl]-cyclohexylmethyl}-carbamic acid tert-butyl ester). Run at time 2 hour. Reaction SMILES: C(N(C(C)C)CC)(C)C.[Br:10][C:11]1[CH:12]=[C:13]([CH:16]([NH2:24])[CH2:17][C:18]2[CH:23]=[CH:22][CH:21]=[CH:20][CH:19]=2)[S:14][CH:15]=1.[CH3:25][C:26]([O:29][C:30]([NH:32][CH2:33][CH:34]1[CH2:39][CH2:38][CH:37]([C:40](O)=[O:41])[CH2:36][CH2:35]1)=[O:31])([CH3:28])[CH3:27].C1C=CC2N(O)N=NC=2C=1.CCN=C=NCCCN(C)C>CN(C=O)C.C(OCC)(=O)C>[C:26]([O:29][C:30](=[O:31])[NH:32][CH2:33][C@H:34]1[CH2:35][CH2:36][C@H:37]([C:40](=[O:41])[NH:24][CH:16]([C:13]2[S:14][CH:15]=[C:11]([Br:10])[CH:12]=2)[CH2:17][C:18]2[CH:19]=[CH:20][CH:21]=[CH:22][CH:23]=2)[CH2:38][CH2:39]1)([CH3:25])([CH3:28])[CH3:27]. Procedure: At 0° C. under N2, diisopropylethylamine (1.1 mL, 6.6 mmol) was added dropwise to a mixture of 1A (564 mg, 2.0 mmol), Boc-tranexamic acid (565 mg, 2.2 mmol), HOBt (297 mg, 2.2 mmol), and EDCI (422 mg, 2.2 mmol) in anhydrous DMF (15 mL). After addition, the mixture was slowly warmed to rt and stirred for 2 h. The reaction mixture was diluted with ethyl acetate, washed with water, 1.0 N HCl, sat. NaHCO3, and brine, dried over MgSO4, filtered, and concentrated. Chromatography on silica gel provided...